Task: describe an organic reaction: reactants, conditions, products, and yield. Dataset: the Open Reaction Database (ORD), a public repository of structured organic reaction records Reactants: CCOC(=O)CBr, CN(C)C=O, CO, C1CCOC1, O, S=c1[nH][nH]c(=S)[nH]1. Yields the product CCOC(=O)CSc1n[nH]c(=S)[nH]1. As a reaction SMILES: [Br:18][CH2:19][C:20](=[O:21])[O:22][CH2:23][CH3:24].[CH3:13][N:14]([CH3:15])[CH:16]=[O:17].[CH3:26][OH:27].[O:8]1[CH2:9][CH2:10][CH2:11][CH2:12]1.[OH2:25].[nH:1]1[nH:2][c:3](=[S:7])[nH:4][c:5]1=[S:6]>>[n:1]1[nH:2][c:3](=[S:7])[nH:4][c:5]1[S:6][CH2:19][C:20](=[O:21])[O:22][CH2:23][CH3:24].